Dataset: the Open Reaction Database (ORD), a public repository of structured organic reaction records. Task: describe an organic reaction: reactants, conditions, products, and yield The yield is 3.0%. Solvent: ClCCl (dichloromethane). Product: NC1=NC=NC(=C1C(=O)NC1=CC(=CC(=C1)O)O)N[C@@H](C)C1=NN2C(C(N1C1=CC=CC=C1)=O)=C(C=C2)C ((S)-4-Amino-N-(3,5-dihydroxyphenyl)-6-((1-(5-methyl-4-oxo-3-phenyl-3,4-dihydropyrrolo[2,1-f][1,2,4]triazin-2-yl)ethyl)amino)pyrimidine-5-carboxamide). Starting materials: NC1=NC=NC(=C1C(=O)NC1=CC(=CC(=C1)OC)OC)N[C@@H](C)C1=NN2C(C(N1C1=CC=CC=C1)=O)=C(C=C2)C ((S)-4-Amino-N-(3,5-dimethoxyphenyl)-6-((1-(5-methyl-4-oxo-3-phenyl-3,4-dihydropyrrolo[2,1-f][1,2,4]triazin-2-yl)ethyl)amino)pyrimidine-5-carboxamide), B(Br)(Br)Br (boron tribromide). Reported procedure: (S)-4-Amino-N-(3,5-dimethoxyphenyl)-6-((1-(5-methyl-4-oxo-3-phenyl-3,4-dihydropyrrolo[2,1-f][1,2,4]triazin-2-yl)ethyl)amino)pyrimidine-5-carboxamide (720 mg, 33% purity, 0.43 mmol) was treated with boron tribromide (1M in dichloromethane, 2.60 ml, 2.6 mmol) in dichloromethane (10 ml) according to the method described in Example 23. The residue was purified by reverse phase using SP1® Purification System to give 36 mg (3% yield) as a solid. Purity 99%. Reaction SMILES: [NH2:1][C:2]1[C:7]([C:8]([NH:10][C:11]2[CH:16]=[C:15]([O:17]C)[CH:14]=[C:13]([O:19]C)[CH:12]=2)=[O:9])=[C:6]([NH:21][C@H:22]([C:24]2[N:29]([C:30]3[CH:35]=[CH:34][CH:33]=[CH:32][CH:31]=3)[C:28](=[O:36])[C:27]3=[C:37]([CH3:40])[CH:38]=[CH:39][N:26]3[N:25]=2)[CH3:23])[N:5]=[CH:4][N:3]=1.B(Br)(Br)Br>ClCCl>[NH2:1][C:2]1[C:7]([C:8]([NH:10][C:11]2[CH:16]=[C:15]([OH:17])[CH:14]=[C:13]([OH:19])[CH:12]=2)=[O:9])=[C:6]([NH:21][C@H:22]([C:24]2[N:29]([C:30]3[CH:35]=[CH:34][CH:33]=[CH:32][CH:31]=3)[C:28](=[O:36])[C:27]3=[C:37]([CH3:40])[CH:38]=[CH:39][N:26]3[N:25]=2)[CH3:23])[N:5]=[CH:4][N:3]=1. Reactants: CC([O-])=S, CS(=O)(=O)OC1CC(CN2CCNC2=O)N(C(=O)OCc2ccc([N+](=O)[O-])cc2)C1, CN(C)C=O, [K+]. Product: CC(=O)SC1CC(CN2CCNC2=O)N(C(=O)OCc2ccc([N+](=O)[O-])cc2)C1. As a reaction SMILES: [C:31]([CH3:32])(=[S:33])[O-:34].[CH3:1][S:2]([O:3][CH:6]1[CH2:7][CH:8]([CH2:24][N:25]2[C:26](=[O:30])[NH:27][CH2:28][CH2:29]2)[N:9]([C:11](=[O:12])[O:13][CH2:14][c:15]2[cH:16][cH:17][c:18]([N+:21](=[O:22])[O-:23])[cH:19][cH:20]2)[CH2:10]1)(=[O:4])=[O:5].[CH3:36][N:37]([CH3:38])[CH:39]=[O:40].[K+:35]>>[CH:6]1([S:33][C:31]([CH3:32])=[O:34])[CH2:7][CH:8]([CH2:24][N:25]2[C:26](=[O:30])[NH:27][CH2:28][CH2:29]2)[N:9]([C:11](=[O:12])[O:13][CH2:14][c:15]2[cH:16][cH:17][c:18]([N+:21](=[O:22])[O-:23])[cH:19][cH:20]2)[CH2:10]1.